From a dataset of the Open Reaction Database (ORD), a public repository of structured organic reaction records. describe an organic reaction: reactants, conditions, products, and yield Reactants: Cl (hydrochloric acid), C(C)(C)C1=NC(=CC(=N1)O)CCl (2-isopropyl-4-hydroxy-6-chloromethyl-pyrimidine), C(C)(=O)[O-].[Na+] (sodium acetate), [OH-].[Na+] (sodium hydroxide). The solvent is O (water). Conditions: time 72 hour. The product is C(C)(C)C1=NC(=CC(=N1)O)CO (2-isopropyl-4-hydroxy-6-hydroxymethyl-pyrimidine). As a reaction SMILES: [CH:1]([C:4]1[N:9]=[C:8]([OH:10])[CH:7]=[C:6]([CH2:11]Cl)[N:5]=1)([CH3:3])[CH3:2].C([O-])(=[O:15])C.[Na+].[OH-].[Na+].Cl>O>[CH:1]([C:4]1[N:9]=[C:8]([OH:10])[CH:7]=[C:6]([CH2:11][OH:15])[N:5]=1)([CH3:3])[CH3:2] |f:1.2,3.4|. Procedure: 9.33 gm of 2-isopropyl-4-hydroxy-6-chloromethyl-pyrimidine (0.0495 mole) and 13.60 gm of sodium acetate (having 3 molecules water of crystallization, 0.10 mole) were heated in 200 ml of water under reflux (atmospheric pressure). At the 5, 24 and 48 hours periods in the reaction, the reaction was interrupted and the pH of the reaction mixture was adjusted to 7 with 1N sodium hydroxide solution. After 72 hours overall duration, the reaction was discontinued. (Throughout this reaction period the pH... Reactants: Cc1ccc(N2CCN(C(=O)c3ccc(Br)cc3N3CCCS3(=O)=O)CC2)c(C)c1, CC1COC(=O)N1. Product: Cc1ccc(N2CCN(C(=O)c3ccc(N4C(=O)OCC4C)cc3N3CCCS3(=O)=O)CC2)c(C)c1. As a reaction SMILES: [Br:1][c:2]1[cH:3][c:4]([N:24]2[S:25](=[O:29])(=[O:30])[CH2:26][CH2:27][CH2:28]2)[c:5]([C:8](=[O:9])[N:10]2[CH2:11][CH2:12][N:13]([c:16]3[c:17]([CH3:23])[cH:18][c:19]([CH3:22])[cH:20][cH:21]3)[CH2:14][CH2:15]2)[cH:6][cH:7]1.[CH3:31][CH:32]1[NH:33][C:34](=[O:37])[O:35][CH2:36]1>>[c:2]1([N:33]2[CH:32]([CH3:31])[CH2:36][O:35][C:34]2=[O:37])[cH:3][c:4]([N:24]2[S:25](=[O:29])(=[O:30])[CH2:26][CH2:27][CH2:28]2)[c:5]([C:8](=[O:9])[N:10]2[CH2:11][CH2:12][N:13]([c:16]3[c:17]([CH3:23])[cH:18][c:19]([CH3:22])[cH:20][cH:21]3)[CH2:14][CH2:15]2)[cH:6][cH:7]1. Starting materials: O (Water), BrCC1CCCCC1 ((bromomethyl)cyclohexane), C([O-])([O-])=O.[K+].[K+] (potassium carbonate), BrC1=C(C=CC=C1)O (2-bromophenol). The solvent is CN(C=O)C (N,N-dimethylformamide). Run at temperature 100 celsius, time 5 hour. The product is C1C(CCCC1)COC1=C(C=CC=C1)Br ((2-Cyclohexylmethyloxy)bromobenzene). As a reaction SMILES: [Br:1][C:2]1[CH:7]=[CH:6][CH:5]=[CH:4][C:3]=1[OH:8].Br[CH2:10][CH:11]1[CH2:16][CH2:15][CH2:14][CH2:13][CH2:12]1.C(=O)([O-])[O-].[K+].[K+].O>CN(C)C=O>[CH2:12]1[CH2:13][CH2:14][CH2:15][CH2:16][CH:11]1[CH2:10][O:8][C:3]1[CH:4]=[CH:5][CH:6]=[CH:7][C:2]=1[Br:1] |f:2.3.4|. Procedure details: 5.00 ml of 2-bromophenol was dissolved in 90 ml of N,N-dimethylformamide, 7.21 ml of (bromomethyl)cyclohexane and 7.15 g of potassium carbonate were added thereto, and the mixture was stirred at 100° C. for 5 hours. Water was added to the reaction solution, and the mixture was extracted with n-hexane. The organic layer was washed with water, 5N-sodium hydroxide and brine, and then dried over anhydrous magnesium sulfate. The mixture was filtered through alumina, and the solvent was evaporated, to...